From a dataset of the Open Reaction Database (ORD), a public repository of structured organic reaction records. describe an organic reaction: reactants, conditions, products, and yield Starting materials: CS(=O)(=O)Cl, CC(C)(C)OC1OC(=O)CC(C)(C)C1O, Cl, c1ccncc1. Yields the product CC(C)(C)OC1OC(=O)CC(C)(C)C1OS(C)(=O)=O. As a reaction SMILES: [CH3:16][S:17]([Cl:18])(=[O:19])=[O:20].[CH3:1][C:2]([CH3:3])([O:4][CH:5]1[CH:6]([OH:14])[C:7]([CH3:12])([CH3:13])[CH2:8][C:9](=[O:11])[O:10]1)[CH3:15].[ClH:21].[cH:22]1[cH:23][cH:24][n:25][cH:26][cH:27]1>>[CH3:1][C:2]([CH3:3])([O:4][CH:5]1[CH:6]([O:14][S:17]([CH3:16])(=[O:19])=[O:20])[C:7]([CH3:12])([CH3:13])[CH2:8][C:9](=[O:11])[O:10]1)[CH3:15]. The reactants are Fc1ccc(Cl)c(-c2nc3c(Cl)cccc3nc2CBr)c1, CCOC(C)=O, [O-][I+3]([O-])([O-])[O-], [Na+], CN(C)C=O. The product is O=Cc1nc2cccc(Cl)c2nc1-c1cc(F)ccc1Cl. Reaction SMILES: [Br:1][CH2:2][c:3]1[n:4][c:5]2[cH:6][cH:7][cH:8][c:9]([Cl:21])[c:10]2[n:11][c:12]1-[c:13]1[c:14]([Cl:20])[cH:15][cH:16][c:17]([F:19])[cH:18]1.[CH3:33][CH2:34][O:35][C:36]([CH3:37])=[O:38].[I+3:22]([O-:23])([O-:24])([O-:25])[O-:26].[Na+:27].[O:28]=[CH:29][N:30]([CH3:31])[CH3:32]>>[CH:2]([c:3]1[n:4][c:5]2[cH:6][cH:7][cH:8][c:9]([Cl:21])[c:10]2[n:11][c:12]1-[c:13]1[c:14]([Cl:20])[cH:15][cH:16][c:17]([F:19])[cH:18]1)=[O:23]. Reactants: BrCc1ccccc1, [H-], [Na+], C1CCOC1, OCC1CCC(CO)CC1. Yields the product OCC1CCC(COCc2ccccc2)CC1. As a reaction SMILES: [Br:13][CH2:14][c:15]1[cH:16][cH:17][cH:18][cH:19][cH:20]1.[H-:1].[Na+:2].[O:21]1[CH2:22][CH2:23][CH2:24][CH2:25]1.[OH:3][CH2:4][CH:5]1[CH2:6][CH2:7][CH:8]([CH2:11][OH:12])[CH2:9][CH2:10]1>>[O:3]([CH2:4][CH:5]1[CH2:6][CH2:7][CH:8]([CH2:11][OH:12])[CH2:9][CH2:10]1)[CH2:14][c:15]1[cH:16][cH:17][cH:18][cH:19][cH:20]1.